This data is from the Open Reaction Database (ORD), a public repository of structured organic reaction records. The task is: describe an organic reaction: reactants, conditions, products, and yield Starting materials: CS(=O)(=O)Cl, ClCCl, COc1cccc2c1nc(C(F)F)n2-c1nc(N2CCOCC2)c2cnn(C3CCNCC3)c2n1, [K+], [K+], O=C([O-])[O-], O. Product: COc1cccc2c1nc(C(F)F)n2-c1nc(N2CCOCC2)c2cnn(C3CCN(S(C)(=O)=O)CC3)c2n1. As a reaction SMILES: [CH3:42][S:43]([Cl:44])(=[O:45])=[O:46].[Cl:47][CH2:48][Cl:49].[F:1][CH:2]([c:3]1[n:4][c:5]2[c:6]([n:7]1-[c:8]1[n:9][c:10]([N:23]3[CH2:24][CH2:25][O:26][CH2:27][CH2:28]3)[c:11]3[c:12]([n:13]1)[n:14]([CH:17]1[CH2:18][CH2:19][NH:20][CH2:21][CH2:22]1)[n:15][cH:16]3)[cH:29][cH:30][cH:31][c:32]2[O:33][CH3:34])[F:35].[K+:36].[K+:37].[O-:38][C:39]([O-:40])=[O:41].[OH2:50]>>[F:1][CH:2]([c:3]1[n:4][c:5]2[c:6]([n:7]1-[c:8]1[n:9][c:10]([N:23]3[CH2:24][CH2:25][O:26][CH2:27][CH2:28]3)[c:11]3[c:12]([n:13]1)[n:14]([CH:17]1[CH2:18][CH2:19][N:20]([S:43]([CH3:42])(=[O:45])=[O:46])[CH2:21][CH2:22]1)[n:15][cH:16]3)[cH:29][cH:30][cH:31][c:32]2[O:33][CH3:34])[F:35]. Reactants: FC=1C=C(C=CC1C(NC)=O)B(O)O ((3-fluoro-4-(methylcarbamoyl)phenyl)boronic acid), ClC=1C(=NC=CN1)C1CN(C1)C(=O)OC(C)(C)C (tert-butyl 3-(3-chloropyrazin-2-yl)azetidine-1-carboxylate). The product is FC=1C=C(C=CC1C(NC)=O)C=1C(=NC=CN1)C1CN(C1)C(=O)OC(C)(C)C (tert-butyl 3-(3-(3-fluoro-4-(methylcarbamoyl)phenyl)pyrazin-2-yl)azetidinE-1-carboxylate). Reaction SMILES: [F:1][C:2]1[CH:3]=[C:4](B(O)O)[CH:5]=[CH:6][C:7]=1[C:8](=[O:11])[NH:9][CH3:10].Cl[C:16]1[C:17]([CH:22]2[CH2:25][N:24]([C:26]([O:28][C:29]([CH3:32])([CH3:31])[CH3:30])=[O:27])[CH2:23]2)=[N:18][CH:19]=[CH:20][N:21]=1>>[F:1][C:2]1[CH:3]=[C:4]([C:16]2[C:17]([CH:22]3[CH2:23][N:24]([C:26]([O:28][C:29]([CH3:32])([CH3:31])[CH3:30])=[O:27])[CH2:25]3)=[N:18][CH:19]=[CH:20][N:21]=2)[CH:5]=[CH:6][C:7]=1[C:8](=[O:11])[NH:9][CH3:10]. Procedure details: The compound was prepared analogously to Example 1 by using (3-fluoro-4-(methylcarbamoyl)phenyl)boronic acid (purchased from Combi Blocks) and tert-butyl 3-(3-chloropyrazin-2-yl)azetidine-1-carboxylate. m/z=287 (M+1-100). Starting materials: Cl.COC(=N)C1CCN(CC1)CC1=CC=CC=C1 (1-benzyl-piperidine-4-carboximidic acid methyl ester hydrochloride), N (ammonia). The solvent is CO (methanol). Run at time 18 hour. Yields the product Cl.Cl.C(C1=CC=CC=C1)N1CCC(CC1)C(=N)N (1-benzyl-piperidine-4-carboxamidine dihydrochloride). Yield: 97.0%. As a reaction SMILES: [ClH:1].CO[C:4]([CH:6]1[CH2:11][CH2:10][N:9]([CH2:12][C:13]2[CH:18]=[CH:17][CH:16]=[CH:15][CH:14]=2)[CH2:8][CH2:7]1)=[NH:5].[NH3:19]>CO>[ClH:1].[ClH:1].[CH2:12]([N:9]1[CH2:10][CH2:11][CH:6]([C:4]([NH2:19])=[NH:5])[CH2:7][CH2:8]1)[C:13]1[CH:18]=[CH:17][CH:16]=[CH:15][CH:14]=1 |f:0.1,4.5.6|. Procedure: Dissolve 1-benzyl-piperidine-4-carboximidic acid methyl ester hydrochloride (17.47 g 1.00 equiv; 65 mmoles) in 2M ammonia in methanol (˜350 mL). Saturate with ammonia gas for 15 min. Stir for 18 hours and evaporate. Co-evaporate with dry methanol. Dry under high vacuum to give 18.29 g (63.03 mmol, 97%) of 1-benzyl-piperidine-4-carboxamidine dihydrochloride as a light yellow solid. Reactants: CN(C)C1=NC=CC=C1 (dimethylaminopyridine), C(C)(C)N(CC)C(C)C (diisopropylethylamine), N1(CCNCC1)C1=CC=C(C(=O)N)C=C1 (4-(piperazin-1-yl)benzamide), C(CO)O (ethylene glycol), CS(=O)(=O)Cl (methanesulfonyl chloride). The solvent is C1CCOC1 (THF), O (water). Reaction conditions: time 55 minute. Yields the product C1(OCCC2=CC=CC=C12)CCN1CCN(CC1)C1=CC=C(C(=O)N)C=C1 ((-)-4-[4-[2-(isochroman-1-yl)ethyl]piperazin-1-yl]benzamide). RXN SMILES: CN([C:4]1[CH:9]=[CH:8][CH:7]=[CH:6]N=1)C.[CH:10](N(C(C)C)CC)([CH3:12])[CH3:11].[CH3:19]S(Cl)(=O)=O.[N:24]1([C:30]2[CH:38]=[CH:37][C:33]([C:34]([NH2:36])=[O:35])=[CH:32][CH:31]=2)[CH2:29][CH2:28][NH:27][CH2:26][CH2:25]1.[CH2:39]([OH:42])[CH2:40]O>O.C1COCC1>[CH:39]1([CH2:40][CH2:19][N:27]2[CH2:26][CH2:25][N:24]([C:30]3[CH:31]=[CH:32][C:33]([C:34]([NH2:36])=[O:35])=[CH:37][CH:38]=3)[CH2:29][CH2:28]2)[C:12]2[C:8](=[CH:9][CH:4]=[CH:11][CH:10]=2)[CH2:7][CH2:6][O:42]1. Procedure details: Borane-methyl sulfide (10.5 ml) in THF is added to an ice-cooled solution of (-)-(isochroman-1-yl)acetic acid (LXI, EXAMPLE 45--Step 3, 7.08 g, 36.8 mmol). After stirring for 20 min at 0°, the ice bath is removed and the solution is stirred at 20-25° for another 1.7 hr. The reaction flask is then placed in an ice-water bath and methanol is added slowly until no further gas evolution occurs. The solvents are then removed under reduced pressure and methanol is again added and removed a second and ...